The task is: describe an organic reaction: reactants, conditions, products, and yield. This data is from the Open Reaction Database (ORD), a public repository of structured organic reaction records. Starting materials: F[C@@H](CC(=O)OC(C)(C)C)C[C@H](CCCC)O (t-Butyl (3R,5S)-3-fluoro-5-hydroxynonanoate), O (water), [OH-].[Na+] (sodium hydroxide), [H-].[Al+3].[Li+].[H-].[H-].[H-] (lithium aluminum hydride). Run in C1CCOC1 (THF), C1CCOC1 (THF), C1CCOC1 (THF). Conditions: temperature 5 celsius, time 30 minute. Yields the product F[C@@H](CCO)C[C@H](CCCC)O ((3S,5S)-3-Fluoro-5-hydroxynonanol). RXN SMILES: [H-].[Al+3].[Li+].[H-].[H-].[H-].[F:7][C@H:8]([CH2:17][C@@H:18]([OH:23])[CH2:19][CH2:20][CH2:21][CH3:22])[CH2:9][C:10](OC(C)(C)C)=[O:11].O.[OH-].[Na+]>C1COCC1>[F:7][C@H:8]([CH2:17][C@@H:18]([OH:23])[CH2:19][CH2:20][CH2:21][CH3:22])[CH2:9][CH2:10][OH:11] |f:0.1.2.3.4.5,8.9|. Procedure details: In a 100 ml flask were charged dried THF and 0.59 g of lithium aluminum hydride in a nitrogen stream, followed by cooling to 5° C. To the mixture was added dropwise a solution of 5.0 g of the compound obtained in Step 5 in 17 ml of dried THF over 20 minutes, followed by allowing the mixture to react at 35 to 40° C. for 3 hours. The reaction mixture was again cooled to 5° C., and a solution of 0.6 g of water and 2 ml of THF was added thereto over 30 minutes. Then, 1.6 ml of a 4% sodium hydroxide ... The reactants are BrB(Br)Br, CO, ClCCl, COc1ccc2c(c1)CCN(C(=O)C(F)(F)F)C2c1cccs1. Yields the product O=C(N1CCc2cc(O)ccc2C1c1cccs1)C(F)(F)F. RXN SMILES: [B:1]([Br:2])([Br:3])[Br:4].[CH3:28][OH:29].[Cl:30][CH2:31][Cl:32].[F:5][C:6]([C:7](=[O:8])[N:9]1[CH:10]([c:21]2[s:22][cH:23][cH:24][cH:25]2)[c:11]2[cH:12][cH:13][c:14]([O:19][CH3:20])[cH:15][c:16]2[CH2:17][CH2:18]1)([F:26])[F:27]>>[F:5][C:6]([C:7](=[O:8])[N:9]1[CH:10]([c:21]2[s:22][cH:23][cH:24][cH:25]2)[c:11]2[cH:12][cH:13][c:14]([OH:19])[cH:15][c:16]2[CH2:17][CH2:18]1)([F:26])[F:27]. Starting materials: BrC1=CC=CC(=N1)C(=O)C=1C(=NC(=NC1)Cl)Cl ((6-bromo-pyridin-2-yl)-(2,4-dichloro-pyrimidin-5-yl)-methanone), NN (hydrazine). Solvent: C1CCOC1 (THF). Run at time 30 minute. The product is BrC1=CC=CC(=N1)C1=NNC2=NC(=NC=C21)Cl (3-(6-bromo-pyridin-2-yl)-6-chloro-1H-pyrazolo[3,4-d]pyrimidine). As a reaction SMILES: [Br:1][C:2]1[N:7]=[C:6]([C:8]([C:10]2[C:11](Cl)=[N:12][C:13]([Cl:16])=[N:14][CH:15]=2)=O)[CH:5]=[CH:4][CH:3]=1.[NH2:18][NH2:19]>C1COCC1>[Br:1][C:2]1[N:7]=[C:6]([C:8]2[C:10]3[C:11](=[N:12][C:13]([Cl:16])=[N:14][CH:15]=3)[NH:19][N:18]=2)[CH:5]=[CH:4][CH:3]=1. Reported procedure: To a stirred solution of (6-bromo-pyridin-2-yl)-(2,4-dichloro-pyrimidin-5-yl)-methanone (from Example 29 supra) (2.42 g, 7.54 mmol) in THF (30 mL) was added hydrazine (454 mg, 9.08 mmol) and the mixture was stirred for 30 minutes at room temperature and then at 50° C. for 1 hour. The solvent was then removed and the solid was washed with water and dried to give crude 3-(6-bromo-pyridin-2-yl)-6-chloro-1H-pyrazolo[3,4-d]pyrimidine as a yellow solid. (Yield 1.7 g, crude). Starting materials: C(C)(C)(C)OC(=O)N[C@H]1CCCCC\C=C/[C@@H]2C[C@]2(NC([C@@H]2C[C@H](CN2C1=O)OC1=CC(=NC2=CC(=CC=C12)OC)C1=CC=CC=C1)=O)C(=O)O ((1S,4R,65,14S,18R)-8-cis-14-tert-butoxycarbonylamino-18-(7-methoxy-2-phenylquinolin-4-yloxy)-2,15-dioxo-3,16-diazatricyclo[14.3.0.04,6]nona-dec-7-ene-4-carboxylic acid), [N+](=[N-])(C(=O)[O-])C(=O)[O-].[K+].[K+] (potassium diazodicarboxylate), CC(=O)O (AcOH). Solvent: CO (MeOH), CO (MeOH). Conditions: time 12 hour. Product: C(C)(C)(C)OC(=O)N[C@H]1CCCCCCC[C@@H]2C[C@]2(NC([C@@H]2C[C@H](CN2C1=O)OC1=CC(=NC2=CC(=CC=C12)OC)C1=CC=CC=C1)=O)C(=O)O ((1S,4R,6R,14S,18R)-14-tert-Butoxycarbonylamino-18-(7-methoxy-2-phenyl-quinolin-4-yloxy)-2,15-dioxo-3,16-diazatricyclo[14.3.0.04,6]nonadecane-4-carboxylic acid). Yield: 59.2%. Reaction SMILES: [C:1]([O:5][C:6]([NH:8][C@@H:9]1[C:27](=[O:28])[N:26]2[C@@H:22]([CH2:23][C@@H:24]([O:29][C:30]3[C:39]4[C:34](=[CH:35][C:36]([O:40][CH3:41])=[CH:37][CH:38]=4)[N:33]=[C:32]([C:42]4[CH:47]=[CH:46][CH:45]=[CH:44][CH:43]=4)[CH:31]=3)[CH2:25]2)[C:21](=[O:48])[NH:20][C@@:19]2([C:49]([OH:51])=[O:50])[C@@H:17]([CH2:18]2)[CH:16]=[CH:15][CH2:14][CH2:13][CH2:12][CH2:11][CH2:10]1)=[O:7])([CH3:4])([CH3:3])[CH3:2].[N+](C([O-])=O)(C([O-])=O)=[N-].[K+].[K+].CC(O)=O>CO>[C:1]([O:5][C:6]([NH:8][C@@H:9]1[C:27](=[O:28])[N:26]2[C@@H:22]([CH2:23][C@@H:24]([O:29][C:30]3[C:39]4[C:34](=[CH:35][C:36]([O:40][CH3:41])=[CH:37][CH:38]=4)[N:33]=[C:32]([C:42]4[CH:43]=[CH:44][CH:45]=[CH:46][CH:47]=4)[CH:31]=3)[CH2:25]2)[C:21](=[O:48])[NH:20][C@@:19]2([C:49]([OH:51])=[O:50])[C@@H:17]([CH2:18]2)[CH2:16][CH2:15][CH2:14][CH2:13][CH2:12][CH2:11][CH2:10]1)=[O:7])([CH3:4])([CH3:2])[CH3:3] |f:1.2.3|. Procedure details: Step i of Method B) To a solution of 470 mg (0.67 mmol) of (1S,4R,65,14S,18R)-8-cis-14-tert-butoxycarbonylamino-18-(7-methoxy-2-phenylquinolin-4-yloxy)-2,15-dioxo-3,16-diazatricyclo[14.3.0.04,6]nona-dec-7-ene-4-carboxylic acid and 1.90 g (11.7 mmol) of potassium diazodicarboxylate (prepared as in Org. React. 1991, 40, p.91) in 20 mL of MeOH, was added a solution of 1.34 mL (22.4 mmol) of glacial AcOH in 20 mL of MeOH slowly dropwise via syringe pump over 6.5 h. This procedure was repeated twice,... Reactants: Br.N[C@H]1C(N(CCC1)OCC1=CC=CC=C1)=O ((R)-3-amino-1-benzyloxy-piperidin-2-one hydrogen bromide salt), ClC1=CC=C(OC2=CC=C(C=C2)S(=O)(=O)Cl)C=C1 (4-(4-chloro-phenoxy)-benzenesulfonyl chloride), TEA. Run in C(Cl)Cl (CH2Cl2), O (water), C(Cl)Cl (CH2Cl2). Run at time 6 hour. Yields the product C(C1=CC=CC=C1)ON1C([C@@H](CCC1)NS(=O)(=O)C1=CC=C(C=C1)OC1=CC=C(C=C1)Cl)=O ((R)—N-(1-Benzyloxy-2-oxo-piperidin-3-yl)-4-(4-chloro-phenoxy)-benzene-sulfonamide). As a reaction SMILES: Br.[NH2:2][C@@H:3]1[CH2:8][CH2:7][CH2:6][N:5]([O:9][CH2:10][C:11]2[CH:16]=[CH:15][CH:14]=[CH:13][CH:12]=2)[C:4]1=[O:17].[Cl:18][C:19]1[CH:35]=[CH:34][C:22]([O:23][C:24]2[CH:29]=[CH:28][C:27]([S:30](Cl)(=[O:32])=[O:31])=[CH:26][CH:25]=2)=[CH:21][CH:20]=1>C(Cl)Cl.O>[CH2:10]([O:9][N:5]1[CH2:6][CH2:7][CH2:8][C@@H:3]([NH:2][S:30]([C:27]2[CH:28]=[CH:29][C:24]([O:23][C:22]3[CH:34]=[CH:35][C:19]([Cl:18])=[CH:20][CH:21]=3)=[CH:25][CH:26]=2)(=[O:31])=[O:32])[C:4]1=[O:17])[C:11]1[CH:16]=[CH:15][CH:14]=[CH:13][CH:12]=1 |f:0.1|. Procedure: To a suspension of (R)-3-amino-1-benzyloxy-piperidin-2-one hydrogen bromide salt (0.086 g, 0.29 mmol) (synthesized according to Miller's procedure J. Org. Chem. 2002, 67, 4759) and 4-(4-chloro-phenoxy)-benzenesulfonyl chloride (0.095 g, 0.31 mmol) in dry CH2Cl2 (3 mL) was treated with TEA (0.12 mL, 0.86 mmol) under N2. The reaction mixture was stirred at room temperature for 6 h and diluted with CH2Cl2 and water. After the usual work-up, the crude material was purified by chromatography (silica ... Starting materials: NC=1C=NC(=NC1)NC=1C=C(C(=O)OCC)C=CC1 (Ethyl 3-(5-Aminopyrimidin-2-ylamino)Benzoate), FC(C=1C=C(C(=O)NC=2C=CC(=C(C(=O)O)C2)Cl)C=CC1)(F)F (5-(3-(Trifluoromethyl)Benzamido)-2-Chlorobenzoic Acid), ClC1=NC(=NC(=N1)OC)OC (2-chloro-4,6-dimethoxy-1,3,5-triazine), CN1CCOCC1 (4-methylmorpholine). Solvent: CN(C)C=O (DMF), C(Cl)Cl (CH2Cl2), C(Cl)Cl (CH2Cl2). Reaction conditions: time 75 minute. Yields the product C(C)OC(C1=CC(=CC=C1)NC1=NC=C(C=N1)NC(C1=C(C=CC(=C1)NC(C1=CC(=CC=C1)C(F)(F)F)=O)Cl)=O)=O (3-{5-[2-Chloro-5-(3-Trifluoromethyl-benzoylamino)-Benzoylamino]-Pyrimidin-2-ylamino}-Benzoic Acid Ethyl Ester). The yield is 42.8%. As a reaction SMILES: [F:1][C:2]([F:23])([F:22])[C:3]1[CH:4]=[C:5]([CH:19]=[CH:20][CH:21]=1)[C:6]([NH:8][C:9]1[CH:10]=[CH:11][C:12]([Cl:18])=[C:13]([CH:17]=1)[C:14]([OH:16])=O)=[O:7].ClC1N=C(OC)N=C(OC)N=1.CN1CCOCC1.[NH2:42][C:43]1[CH:44]=[N:45][C:46]([NH:49][C:50]2[CH:51]=[C:52]([CH:58]=[CH:59][CH:60]=2)[C:53]([O:55][CH2:56][CH3:57])=[O:54])=[N:47][CH:48]=1>C(Cl)Cl.CN(C=O)C>[CH2:56]([O:55][C:53](=[O:54])[C:52]1[CH:58]=[CH:59][CH:60]=[C:50]([NH:49][C:46]2[N:45]=[CH:44][C:43]([NH:42][C:14](=[O:16])[C:13]3[CH:17]=[C:9]([NH:8][C:6](=[O:7])[C:5]4[CH:19]=[CH:20][CH:21]=[C:3]([C:2]([F:1])([F:23])[F:22])[CH:4]=4)[CH:10]=[CH:11][C:12]=3[Cl:18])=[CH:48][N:47]=2)[CH:51]=1)[CH3:57]. Reported procedure: To a solution of intermediate 1 (Example 2) (280 mg, 0.8 mmol) in anhydrous CH2Cl2 (15 mL), 2-chloro-4,6-dimethoxy-1,3,5-triazine (180 mg, 1 mmol) and 4-methylmorpholine (250 mg, 2.5 mmol) were added. After the reaction mixture was stirred at room temperature for 75 minutes, intermediate 6 (Example 11) (110 mg, 0.4 mmol) in anhydrous DMF (2.5 mL) was added into the solution. The solution was stirred under argon for overnight. The residue was dissolved in CH2Cl2 (20 mL) and washed with aqueous sa...